This data is from the Open Reaction Database (ORD), a public repository of structured organic reaction records. The task is: describe an organic reaction: reactants, conditions, products, and yield Reactants: CN(C(=O)OC(C)(C)C)C1CCNCC1, O=C([O-])[O-], CN1CCCC1, Clc1nnc(Cl)c2ccccc12, [K+], [K+], O. Yields the product CN(C(=O)OC(C)(C)C)C1CCN(c2nnc(Cl)c3ccccc23)CC1. RXN SMILES: [C:19]([CH3:20])([CH3:21])([CH3:22])[O:23][C:24]([N:25]([CH:26]1[CH2:27][CH2:28][NH:29][CH2:30][CH2:31]1)[CH3:32])=[O:33].[C:1](=[O:2])([O-:3])[O-:4].[CH3:35][N:36]1[CH2:37][CH2:38][CH2:39][CH2:40]1.[Cl:7][c:8]1[n:9][n:10][c:11]([Cl:18])[c:12]2[cH:13][cH:14][cH:15][cH:16][c:17]12.[K+:5].[K+:6].[OH2:34]>>[c:8]1([N:29]2[CH2:28][CH2:27][CH:26]([N:25]([C:24]([O:23][C:19]([CH3:20])([CH3:21])[CH3:22])=[O:33])[CH3:32])[CH2:31][CH2:30]2)[n:9][n:10][c:11]([Cl:18])[c:12]2[cH:13][cH:14][cH:15][cH:16][c:17]12. The reactants are O=C(CBr)c1ccc2ccccc2c1, CCCCO, OCCO, Cc1ccc(S(=O)(=O)O)cc1, c1ccccc1. Yields the product BrCC1(c2ccc3ccccc3c2)OCCO1. RXN SMILES: [Br:1][CH2:2][C:3](=[O:4])[c:5]1[cH:6][c:7]2[cH:8][cH:9][cH:10][cH:11][c:12]2[cH:13][cH:14]1.[CH2:15]([CH2:16][CH2:17][CH3:18])[OH:19].[CH2:37]([OH:38])[CH2:39][OH:40].[CH3:20][c:21]1[cH:22][cH:23][c:24]([S:25](=[O:26])(=[O:27])[OH:28])[cH:29][cH:30]1.[cH:31]1[cH:32][cH:33][cH:34][cH:35][cH:36]1>>[Br:1][CH2:2][C:3]1([c:5]2[cH:6][c:7]3[cH:8][cH:9][cH:10][cH:11][c:12]3[cH:13][cH:14]2)[O:4][CH2:16][CH2:15][O:19]1. Reactants: C(C)(C)(C)OC(=O)N1CCN(CC1)C1=CC=C(C=C1)Br (4-(4-Bromo-phenyl)-piperazine-1-carboxylic acid tert-butyl ester), C(=O)([O-])[O-].[Na+].[Na+] (Na2CO3), FC1=CC=C(C=C1)B(O)O (4-fluoro phenyl boronic acid). The reagents and catalysts are Cl[Pd]([P](C1=CC=CC=C1)(C2=CC=CC=C2)C3=CC=CC=C3)([P](C4=CC=CC=C4)(C5=CC=CC=C5)C6=CC=CC=C6)Cl ((PPh3)2PdCl2). Solvent: C1CCOC1.O (THF H2O). Reaction conditions: temperature 70 celsius. The product is C(C)(C)(C)OC(=O)N1CCN(CC1)C1=CC=C(C=C1)C1=CC=C(C=C1)F (4-(4′-Fluoro-biphenyl-4-yl)-piperazine-1-carboxylic acid tert-butyl ester). Yield: 39.8%. Reaction SMILES: [C:1]([O:5][C:6]([N:8]1[CH2:13][CH2:12][N:11]([C:14]2[CH:19]=[CH:18][C:17](Br)=[CH:16][CH:15]=2)[CH2:10][CH2:9]1)=[O:7])([CH3:4])([CH3:3])[CH3:2].C([O-])([O-])=O.[Na+].[Na+].[F:27][C:28]1[CH:33]=[CH:32][C:31](B(O)O)=[CH:30][CH:29]=1>C1COCC1.O.Cl[Pd](Cl)([P](C1C=CC=CC=1)(C1C=CC=CC=1)C1C=CC=CC=1)[P](C1C=CC=CC=1)(C1C=CC=CC=1)C1C=CC=CC=1>[C:1]([O:5][C:6]([N:8]1[CH2:13][CH2:12][N:11]([C:14]2[CH:19]=[CH:18][C:17]([C:31]3[CH:32]=[CH:33][C:28]([F:27])=[CH:29][CH:30]=3)=[CH:16][CH:15]=2)[CH2:10][CH2:9]1)=[O:7])([CH3:4])([CH3:3])[CH3:2] |f:1.2.3,5.6,^1:45,64|. Procedure: 4-(4-Bromo-phenyl)-piperazine-1-carboxylic acid tert-butyl ester (0.171 g, 0.5 mmol), Na2CO3 (0.16 g, 1.5 mmol), 4-fluoro phenyl boronic acid (0.21 g, 1.5 mmol) and (PPh3)2PdCl2 (0.035 g, 0.05 mmol) were mixed in a mixture of THF/H2O (4:1, 7.5 mL) and heated at 70° C. overnight. After cooling to rt, the reaction mixture was partitioned between 50 mL ethyl acetate and 25 mL sat. NaCl solution. The separated organic layer washed with brine (10 mL), dried (MgSO4) and concentrated. The crude was pur... Reactants: C(C)(C)(C)NC(=O)C1=C(C2=C(N=C(N=C2C2=CC(=CC=C2)N)SC)S1)N (tert-butyl 5-amino-2-methylthio-4-(3-aminophenyl)-thieno[2,3-d]pyrimidine-6-carboxamide), ClC(=O)OC1=CC=CC=C1 (phenyl chloroformate). Reaction conditions: time 30 minute. Yields the product C(C)(C)(C)NC(=O)C1=C(C2=C(N=C(N=C2C2=CC(=CC=C2)NC(=O)OC2=CC=CC=C2)SC)S1)N (tert-Butyl 5-amino-2-methylthio-4-(3-(phenoxycarbonylamino)-phenyl)-thieno[2,3-d]pyrimidine-6-carboxamide). Reaction SMILES: [C:1]([NH:5][C:6]([C:8]1[S:25][C:11]2[N:12]=[C:13]([S:23][CH3:24])[N:14]=[C:15]([C:16]3[CH:21]=[CH:20][CH:19]=[C:18]([NH2:22])[CH:17]=3)[C:10]=2[C:9]=1[NH2:26])=[O:7])([CH3:4])([CH3:3])[CH3:2].Cl[C:28]([O:30][C:31]1[CH:36]=[CH:35][CH:34]=[CH:33][CH:32]=1)=[O:29]>>[C:1]([NH:5][C:6]([C:8]1[S:25][C:11]2[N:12]=[C:13]([S:23][CH3:24])[N:14]=[C:15]([C:16]3[CH:21]=[CH:20][CH:19]=[C:18]([NH:22][C:28]([O:30][C:31]4[CH:36]=[CH:35][CH:34]=[CH:33][CH:32]=4)=[O:29])[CH:17]=3)[C:10]=2[C:9]=1[NH2:26])=[O:7])([CH3:4])([CH3:2])[CH3:3]. Procedure details: The reaction of tert-butyl 5-amino-2-methylthio-4-(3-aminophenyl)-thieno[2,3-d]pyrimidine-6-carboxamide (example 9e, 100 mg) with phenyl chloroformate (324 μl) was performed using the methods described in example 15. The title compound was purified by HPLC using a Luna C-18 column with the following gradient: CH3CN/10% aq. CH3CN=10/90 to 90/10 (v/v) in 30 min. The title compound was then lyophilized from a mixture of 1,4-dioxane and H2O. Starting materials: [H-].[Al+3].[Li+].[H-].[H-].[H-] (lithium aluminum hydride), C(C)(=O)OC(C)C1=C(C(=NC=N1)N[C@@H]1CC[C@@H](CC1)C(C)(C)C)Cl (6-(1-acetoxyethyl)-4-(cis-4-tert-butylcyclohexylamino)-5-chloropyrimidine), O (water). Run in O1CCCC1 (tetrahydrofuran), O1CCCC1 (tetrahydrofuran). Run at time 8 hour. Product: C(C)(C)(C)[C@H]1CC[C@H](CC1)NC1=NC=NC(=C1Cl)C(C)O (4-(cis-4-tert-Butylcyclohexylamino)-5-chloro-6-(1-hydroxyethyl)pyrimidine). Reaction SMILES: [H-].[Al+3].[Li+].[H-].[H-].[H-].C([O:10][CH:11]([C:13]1[N:18]=[CH:17][N:16]=[C:15]([NH:19][C@H:20]2[CH2:25][CH2:24][C@@H:23]([C:26]([CH3:29])([CH3:28])[CH3:27])[CH2:22][CH2:21]2)[C:14]=1[Cl:30])[CH3:12])(=O)C.O>O1CCCC1>[C:26]([C@@H:23]1[CH2:22][CH2:21][C@H:20]([NH:19][C:15]2[C:14]([Cl:30])=[C:13]([CH:11]([OH:10])[CH3:12])[N:18]=[CH:17][N:16]=2)[CH2:25][CH2:24]1)([CH3:29])([CH3:27])[CH3:28] |f:0.1.2.3.4.5|. Procedure details: 1.5 g (40 mmol) of lithium aluminum hydride were placed in 100 ml of dry tetrahydrofuran, and a solution of 14 g (40 mmol) of 6-(1-acetoxyethyl)-4-(cis-4-tert-butylcyclohexylamino)-5-chloropyrimidine (Example 30) in 50 ml of dry tetrahydrofuran was added dropwise at a temperature of 20° to 30° C. The mixture was then heated at reflux for 2 hours. After cooling, 5 ml of water were added carefully dropwise and, after standing overnight, the mixture was filtered with suction to remove the inorganic... Solvent: CN(C)C=O (DMF). Product: CC1=C(C(=C2C(=N1)SC1=C2CCC1)C1=CC=C(C=C1)Cl)C(C(=O)OC)CCC (Methyl 2-[2-methyl-4-(4-chlorophenyl)-6,7-dihydro-5H-cyclopenta[4,5]thieno[2,3-b]pyridin-3-yl]pentanoate). Reported procedure: This compound was prepared according to the procedure C from methyl [2-methyl-4-(4-chlorophenyl)-6,7-dihydro-5H-cyclopenta[4,5]thieno[2,3-b]pyridin-3-yl]acetate (0.100 g; 0.269 mmol), LHMDS 1N in THF (0.305 mL; 0.305 mmol), 1-iodopropane (0.044 mL; 0.451 mmol) in DMF (3.8 mL) for 4 h. Purification by flash chromatography on silica gel using a gradient of ethyl acetate (5-15%) in heptane furnished 0.049 g (44%) of the title compound as a yellow solid. Reactants: CC1=C(C(=C2C(=N1)SC1=C2CCC1)C1=CC=C(C=C1)Cl)CC(=O)OC (methyl [2-methyl-4-(4-chlorophenyl)-6,7-dihydro-5H-cyclopenta[4,5]thieno[2,3-b]pyridin-3-yl]acetate), [Li+].C[Si](C)(C)[N-][Si](C)(C)C (LHMDS), C1CCOC1 (THF), ICCC (1-iodopropane). The yield is 44.0%. RXN SMILES: [CH3:1][C:2]1[N:7]=[C:6]2[S:8][C:9]3[CH2:13][CH2:12][CH2:11][C:10]=3[C:5]2=[C:4]([C:14]2[CH:19]=[CH:18][C:17]([Cl:20])=[CH:16][CH:15]=2)[C:3]=1[CH2:21][C:22]([O:24][CH3:25])=[O:23].[Li+].C[Si]([N-][Si](C)(C)C)(C)C.[CH2:36]1[CH2:40]OC[CH2:37]1.ICCC>CN(C=O)C>[CH3:1][C:2]1[N:7]=[C:6]2[S:8][C:9]3[CH2:13][CH2:12][CH2:11][C:10]=3[C:5]2=[C:4]([C:14]2[CH:19]=[CH:18][C:17]([Cl:20])=[CH:16][CH:15]=2)[C:3]=1[CH:21]([CH2:37][CH2:36][CH3:40])[C:22]([O:24][CH3:25])=[O:23] |f:1.2|. Reaction conditions: temperature 120 celsius. Procedure details: A mixture of 3,4-(methylenedioxy)phenylboronic acid (500 mg, 3.0 mmol), 3-bromopyridine (290 μl, 476 mg, 3.0 mmol), 2 M Na2CO3 (3.05 ml, 6.0 mmol), tetrakis(triphenylphosphine)palladium (35 mg, 0.03 mmol), EtOH (0.75 ml) and toluene (3 ml) was heated in a microwave reactor at 120° C. for 40 min. Another crop of 3,4-(methylenedioxy)phenylboronic acid (250 mg, 1.5 mmol) was added and the mixture heated under microwaves at 120° C. for 10 min. The reaction mixture was filtered and the layers were se... Reagents/catalysts: C=1C=CC(=CC1)[P](C=2C=CC=CC2)(C=3C=CC=CC3)[Pd]([P](C=4C=CC=CC4)(C=5C=CC=CC5)C=6C=CC=CC6)([P](C=7C=CC=CC7)(C=8C=CC=CC8)C=9C=CC=CC9)[P](C=1C=CC=CC1)(C=1C=CC=CC1)C=1C=CC=CC1 (tetrakis(triphenylphosphine)palladium). Reaction SMILES: B(O)(O)[C:2]1[CH:7]=[CH:6][C:5]2[O:8][CH2:9][O:10][C:4]=2[CH:3]=1.Br[C:14]1[CH:15]=[N:16][CH:17]=[CH:18][CH:19]=1.C([O-])([O-])=O.[Na+].[Na+].CCO>C1C=CC([P]([Pd]([P](C2C=CC=CC=2)(C2C=CC=CC=2)C2C=CC=CC=2)([P](C2C=CC=CC=2)(C2C=CC=CC=2)C2C=CC=CC=2)[P](C2C=CC=CC=2)(C2C=CC=CC=2)C2C=CC=CC=2)(C2C=CC=CC=2)C2C=CC=CC=2)=CC=1.C1(C)C=CC=CC=1>[O:8]1[C:5]2[CH:6]=[CH:7][C:2]([C:14]3[CH:15]=[N:16][CH:17]=[CH:18][CH:19]=3)=[CH:3][C:4]=2[O:10][CH2:9]1 |f:2.3.4,^1:32,34,53,72|. The reactants are B(C1=CC2=C(C=C1)OCO2)(O)O (3,4-(methylenedioxy)phenylboronic acid), BrC=1C=NC=CC1 (3-bromopyridine), C(=O)([O-])[O-].[Na+].[Na+] (Na2CO3), CCO (EtOH), B(C1=CC2=C(C=C1)OCO2)(O)O (3,4-(methylenedioxy)phenylboronic acid). Yields the product O1COC2=C1C=CC(=C2)C=2C=NC=CC2 (3-Benzo[1,3]dioxol-5-ylpyridine). Yield: 97.9%. Solvent: C1(=CC=CC=C1)C (toluene). Reactants: N1C(NC(C1)=O)=O (imidazolidine-2,4-dione), C(CC)C1=C(C=CC=2C(=NOC21)C(F)(F)F)OCCCBr (7-propyl-3-(trifluoromethyl)-6-(3-bromopropyloxy)-1,2-benzisoxazole). Solvent: CCOCC (ether). Yields the product C(CC)C1=C(C=CC=2C(=NOC21)C(F)(F)F)OCCCN2C(NCC2=O)=O (3-(3-{[7-Propyl-3-(trifluoromethyl)-1,2-benzisoxazol-6-yl]oxy}propyl)imidazolidine-2,4-dione). RXN SMILES: [NH:1]1[CH2:5][C:4](=[O:6])[NH:3][C:2]1=[O:7].[CH2:8]([C:11]1[C:19]2[O:18][N:17]=[C:16]([C:20]([F:23])([F:22])[F:21])[C:15]=2[CH:14]=[CH:13][C:12]=1[O:24][CH2:25][CH2:26][CH2:27]Br)[CH2:9][CH3:10]>CCOCC>[CH2:8]([C:11]1[C:19]2[O:18][N:17]=[C:16]([C:20]([F:21])([F:23])[F:22])[C:15]=2[CH:14]=[CH:13][C:12]=1[O:24][CH2:25][CH2:26][CH2:27][N:3]1[C:4](=[O:6])[CH2:5][NH:1][C:2]1=[O:7])[CH2:9][CH3:10]. Procedure: 3-(3-{[7-Propyl-3-(trifluoromethyl)-1,2-benzisoxazol-6-yl]oxy}propyl)imidazolidine-2,4-dione was prepared as for Example 10 from imidazolidine-2,4-dione and the bromide from Example 7. After aqueous ether work-up and silica gel chromatography, the title compound was obtained.